This data is from the Open Reaction Database (ORD), a public repository of structured organic reaction records. The task is: describe an organic reaction: reactants, conditions, products, and yield Starting materials: COC(=O)CN1CC(CS(C)(=O)=O)=CCC(NC(=O)c2nccc3ccccc23)C1=O, [N-]=[N+]=[N-], [Na+], O. Product: COC(=O)CN1CC(CN=[N+]=[N-])=CCC(NC(=O)c2nccc3ccccc23)C1=O. Reaction SMILES: [CH3:1][O:2][C:3]([CH2:4][N:5]1[C:6](=[O:30])[CH:7]([NH:17][C:18](=[O:19])[c:20]2[n:21][cH:22][cH:23][c:24]3[cH:25][cH:26][cH:27][cH:28][c:29]23)[CH2:8][CH:9]=[C:10]([CH2:12][S:13]([CH3:14])(=[O:15])=[O:16])[CH2:11]1)=[O:31].[N-:33]=[N+:34]=[N-:35].[Na+:32].[OH2:36]>>[CH3:1][O:2][C:3]([CH2:4][N:5]1[C:6](=[O:30])[CH:7]([NH:17][C:18](=[O:19])[c:20]2[n:21][cH:22][cH:23][c:24]3[cH:25][cH:26][cH:27][cH:28][c:29]23)[CH2:8][CH:9]=[C:10]([CH2:12][N:33]=[N+:34]=[N-:35])[CH2:11]1)=[O:31]. The reactants are C([O-])([O-])=O.[Ag+2] (silver carbonate), O (water), FC(S(=O)(=O)O)(F)F (trifluoromethanesulfonic acid). The solvent is ClC(C(F)(F)Cl)(F)Cl (1,1,2-trichloro-1,2,2-trifluoroethane). Yields the product FC(S(=O)(=O)[O-])(F)F.[Ag+] (Silver trifluoromethanesulfonate), [Ag] (silver). The yield is 551.2%. As a reaction SMILES: C(=O)([O-])[O-].[Ag+2:5].O.[F:7][C:8]([F:14])([F:13])[S:9]([OH:12])(=[O:11])=[O:10]>ClC(Cl)(F)C(Cl)(F)F>[F:7][C:8]([F:14])([F:13])[S:9]([O-:12])(=[O:11])=[O:10].[Ag+:5].[Ag:5] |f:0.1,5.6|. Procedure details: Silver trifluoromethanesulfonate was prepared by slowly adding silver carbonate (13.42 g, 0.052 mol) and small amounts of water (total amount of water was 30 ml) to 14.60 grams (0.097 mol) trifluoromethanesulfonic acid dissolved in 100 ml of 1,1,2-trichloro-1,2,2-trifluoroethane contained in a flask. The solution was filtered to remove residual solids, and the two-phase filtrate was separated into organic and aqueous phases. The aqueous phase was evaporated to dryness to give 15.46 grams of silv...